From a dataset of the Open Reaction Database (ORD), a public repository of structured organic reaction records. describe an organic reaction: reactants, conditions, products, and yield Reactants: Brc1cnc2ccccc2c1, [C-]#N, CNCCNC, CCOC(C)=O, Cc1ccccc1, [Cu]I, [NH4+], [Na+], [OH-], O. Product: N#Cc1cnc2ccccc2c1. As a reaction SMILES: [Br:4][c:5]1[cH:6][n:7][c:8]2[cH:9][cH:10][cH:11][cH:12][c:13]2[cH:14]1.[C-:1]#[N:2].[CH3:15][NH:16][CH2:17][CH2:18][NH:19][CH3:20].[CH3:26][CH2:27][O:28][C:29](=[O:30])[CH3:31].[CH3:32][c:33]1[cH:34][cH:35][cH:36][cH:37][cH:38]1.[Cu:23][I:24].[NH4+:21].[Na+:3].[OH-:22].[OH2:25]>>[c:5]1([C:15]#[N:16])[cH:6][n:7][c:8]2[cH:9][cH:10][cH:11][cH:12][c:13]2[cH:14]1. Reactants: ClC1=C(C=C(C=C1)OCC1=C(C=CC=C1)Cl)C(=O)NCC1=CC=C(C(=O)OC)C=C1 (methyl 4-({[(2-chloro-5-{[(2-chlorophenyl)methyl]oxy}phenyl)carbonyl]amino}methyl)benzoate). Run in C(C)(=O)O (acetic acid), Cl (HCl). Reaction conditions: time 8 hour. Yields the product ClC1=C(C=C(C=C1)OCC1=C(C=CC=C1)Cl)C(=O)NCC1=CC=C(C(=O)O)C=C1 (4-({[(2-chloro-5-{[(2-chlorophenyl)methyl]oxy}phenyl)carbonyl]amino}methyl)benzoic acid). Yield: 62.3%. RXN SMILES: [Cl:1][C:2]1[CH:7]=[CH:6][C:5]([O:8][CH2:9][C:10]2[CH:15]=[CH:14][CH:13]=[CH:12][C:11]=2[Cl:16])=[CH:4][C:3]=1[C:17]([NH:19][CH2:20][C:21]1[CH:30]=[CH:29][C:24]([C:25]([O:27]C)=[O:26])=[CH:23][CH:22]=1)=[O:18]>C(O)(=O)C.Cl>[Cl:1][C:2]1[CH:7]=[CH:6][C:5]([O:8][CH2:9][C:10]2[CH:15]=[CH:14][CH:13]=[CH:12][C:11]=2[Cl:16])=[CH:4][C:3]=1[C:17]([NH:19][CH2:20][C:21]1[CH:22]=[CH:23][C:24]([C:25]([OH:27])=[O:26])=[CH:29][CH:30]=1)=[O:18]. Reported procedure: A solution of methyl 4-({[(2-chloro-5-{[(2-chlorophenyl)methyl]oxy}phenyl)carbonyl]amino}methyl)benzoate (113 mg, 0.25 mmol) in acetic acid (10 ml) and 2M HCl (10 ml) was heated at 90° C. for 6 hours. Heating continued at 90° C. overnight. A solid crashed out on cooling. The resulting solid was filtered, washed with water and dried to give the title compound as a white solid (67 mg). MS (ES+) m/z 430 [M+H]+ (C22H1735Cl2NO4). 1H-NMR (400 MHz, d6-DMSO) δ 4.51 (2H,d, J 6.0), 5.20 (2H,s), 7.11-7.16 ... The reactants are [OH-].[Na+] (sodium hydroxide), CC=1C(=NC=C(C1)[N+](=O)[O-])C(CC#N)(C(=O)OCC)C(=O)OCC (3-(3-Methyl-5-nitropyrid-2-yl)-3,3-bis(carbethoxy)propionitrile), Cl (hydrochloric acid). The solvent is CO (methanol). Conditions: time 55 minute. The product is [N+](=O)([O-])C=1C=C(C(=NC1)CCC#N)C (5-Nitro-2-(2-cyanoethyl)-3-methylpyridine). Yield: 61.4%. RXN SMILES: [CH3:1][C:2]1[C:3]([C:11](C(OCC)=O)(C(OCC)=O)[CH2:12][C:13]#[N:14])=[N:4][CH:5]=[C:6]([N+:8]([O-:10])=[O:9])[CH:7]=1.[OH-].[Na+].Cl>CO>[N+:8]([C:6]1[CH:7]=[C:2]([CH3:1])[C:3]([CH2:11][CH2:12][C:13]#[N:14])=[N:4][CH:5]=1)([O-:10])=[O:9] |f:1.2|. Procedure details: 3-(3-Methyl-5-nitropyrid-2-yl)-3,3-bis(carbethoxy)propionitrile (29.8 g) was dissolved in methanol (1120 ml), molar sodium hydroxide solution (355 ml) was added, the reaction was cooled from 28° C. to room temperature and stirred for 55 minutes. The pH was lowered to 4 by the addition of concentrated hydrochloric acid, the reaction was stirred for 2.75 hr., the pH was then raised to 7 and the methanol was distilled off. The aqueous phase was extracted with chloroform, extracts were dried, filter...